This data is from the Open Reaction Database (ORD), a public repository of structured organic reaction records. The task is: describe an organic reaction: reactants, conditions, products, and yield The product is CCOC(=O)c1cn(C)nc1C(F)(F)F. The reactants are CCOC(=O)c1c[nH]nc1C(F)(F)F, COP(=O)(OC)OC. Reaction SMILES: [CH2:1]([CH3:2])[O:3][C:4](=[O:5])[c:6]1[c:7]([C:11]([F:12])([F:13])[F:14])[n:8][nH:9][cH:10]1.[CH3:15][O:16][P:17]([O:18][CH3:19])([O:20][CH3:21])=[O:22]>>[CH2:1]([CH3:2])[O:3][C:4](=[O:5])[c:6]1[c:7]([C:11]([F:12])([F:13])[F:14])[n:8][n:9]([CH3:15])[cH:10]1. The reactants are C(C(O)C)(=O)OCCCl (2-Chloroethyl lactate), C(CO)(=O)OC (methyl glycolate), C(C)OCC (ethyl ether), C(CO)(=O)OC (methyl glycolate). Run at time 8 hour. The product is C(C(O)C)(=O)OCC(=O)OC (2-methoxy-2-oxoethyl lactate). As a reaction SMILES: [C:1]([O:6][CH2:7][CH2:8]Cl)(=[O:5])[CH:2]([CH3:4])[OH:3].C(OC)(=O)[CH2:11][OH:12].C([O:18]CC)C>>[C:1]([O:6][CH2:7][C:8]([O:12][CH3:11])=[O:18])(=[O:5])[CH:2]([CH3:4])[OH:3]. Reported procedure: 2-Chloroethyl lactate (19.10 g, 0.125 mol) and methyl glycolate (11.26 g, 0.125 mol) in 250 mL of ethyl ether containing 0.125% tert-butylbenzene was added to 17.5 g Lipase P30 powder in duplicate reactions. The reaction mixtures were agitated on an orbital shaker (175 RPM) at room temperature for 8 hr and an additional equivalent of methyl glycolate was added. After agitation for a further 40 hr, the enzyme powders were removed by filtration and the filtrates were combined and evaporated. The r... The reactants are O=C1N(C=2C(=NC=CC2)N1)C1CCN(CC1)C1=CC(=NC=N1)C(=O)O (6-[4-(2-oxo-2,3-dihydroimidazo[4,5-b]pyridin-1-yl)-piperidin-1-yl]-pyrimidine-4-carboxylic acid), CN(C)C(=[N+](C)C)ON1C2=C(C=CC=C2)N=N1.[B-](F)(F)(F)F (TBTU), S1C=CC2=C1CNC(C2)CO ((4,5,6,7-tetrahydro-thieno[2,3-c]pyridin-5-yl)-methanol), TEA. Solvent: CN(C)C=O (DMF). Run at time 5 hour. The product is OCC1CC2=C(CN1C(=O)C1=CC(=NC=N1)N1CCC(CC1)N1C(NC3=NC=CC=C31)=O)SC=C2 (1-{1-[6-(5-hydroxymethyl-4.7-dihydro-5H-thieno[2,3-c]pyridin-6-carbonyl)-pyrimidin-4-yl]-piperidin-4-yl}-1,3-dihydro-imidazo[4,5-b]pyridin-2-one). RXN SMILES: [O:1]=[C:2]1[NH:10][C:5]2=[N:6][CH:7]=[CH:8][CH:9]=[C:4]2[N:3]1[CH:11]1[CH2:16][CH2:15][N:14]([C:17]2[N:22]=[CH:21][N:20]=[C:19]([C:23]([OH:25])=O)[CH:18]=2)[CH2:13][CH2:12]1.[S:26]1[C:30]2[CH2:31][NH:32][CH:33]([CH2:35][OH:36])[CH2:34][C:29]=2[CH:28]=[CH:27]1.CN(C(ON1N=NC2C=CC=CC1=2)=[N+](C)C)C.[B-](F)(F)(F)F>CN(C=O)C>[OH:36][CH2:35][CH:33]1[N:32]([C:23]([C:19]2[N:20]=[CH:21][N:22]=[C:17]([N:14]3[CH2:13][CH2:12][CH:11]([N:3]4[C:4]5[C:5](=[N:6][CH:7]=[CH:8][CH:9]=5)[NH:10][C:2]4=[O:1])[CH2:16][CH2:15]3)[CH:18]=2)=[O:25])[CH2:31][C:30]2[S:26][CH:27]=[CH:28][C:29]=2[CH2:34]1 |f:2.3|. Reported procedure: 85 mg (0.25 mmol) 6-[4-(2-oxo-2,3-dihydroimidazo[4,5-b]pyridin-1-yl)-piperidin-1-yl]-pyrimidine-4-carboxylic acid and 50 mg (0.32 mmol) (4,5,6,7-tetrahydro-thieno[2,3-c]pyridin-5-yl)-methanol in 50 μL (0.36 mmol) TEA and 0.90 mL DMF were combined with 80 mg (0.25 mmol) TBTU and the mixture was stirred for 5 h at RT. Then the reaction mixture was purified by preparative HPLC-MS. The product-containing fractions were combined and freeze-dried. Reported procedure: A mixture of 0.12 g (0.3 mmol) ethyl 8-methylsulfonyloxy-4-[3-(3-pyridyl)propyl]-3-thia-octanoate, 1,5 ml dimethylformamide and 0.062 g (0.95 mmol) sodium azide is heated at 60° for 18 h. The mixture is then poured into water and extracted with ether. The organic phase is washed with water, saturated brine, dried, filtered and evaporated to give ethyl 8-azido-4-[3-(3-pyridyl)propyl]-3-thia-octanoate; IR (CH2Cl2): 2099, 1732 cm-1. Product: N(=[N+]=[N-])CCCCC(SCC(=O)OCC)CCCC=1C=NC=CC1 (ethyl 8-azido-4-[3-(3-pyridyl)propyl]-3-thia-octanoate). Run in O (water). The reactants are CS(=O)(=O)OCCCCC(SCC(=O)OCC)CCCC=1C=NC=CC1 (ethyl 8-methylsulfonyloxy-4-[3-(3-pyridyl)propyl]-3-thia-octanoate), CN(C=O)C (dimethylformamide), [N-]=[N+]=[N-].[Na+] (sodium azide). Reaction SMILES: CS(O[CH2:6][CH2:7][CH2:8][CH2:9][CH:10]([CH2:18][CH2:19][CH2:20][C:21]1[CH:22]=[N:23][CH:24]=[CH:25][CH:26]=1)[S:11][CH2:12][C:13]([O:15][CH2:16][CH3:17])=[O:14])(=O)=O.CN(C)C=O.[N-:32]=[N+:33]=[N-:34].[Na+]>O>[N:32]([CH2:6][CH2:7][CH2:8][CH2:9][CH:10]([CH2:18][CH2:19][CH2:20][C:21]1[CH:22]=[N:23][CH:24]=[CH:25][CH:26]=1)[S:11][CH2:12][C:13]([O:15][CH2:16][CH3:17])=[O:14])=[N+:33]=[N-:34] |f:2.3|. Starting materials: Cl.COC(C1=CC=C(C=C1)OC)=N (4-methoxybenzimidic acid methylester hydrochloride), N (ammonia). Run in CO (methanol), ice water. The product is Cl.COC1=CC=C(C(=N)N)C=C1 (4-methoxybenzamidine hydrochloride). As a reaction SMILES: [ClH:1].CO[C:4](=[NH:13])[C:5]1[CH:10]=[CH:9][C:8]([O:11][CH3:12])=[CH:7][CH:6]=1.[NH3:14]>CO>[ClH:1].[CH3:12][O:11][C:8]1[CH:9]=[CH:10][C:5]([C:4]([NH2:13])=[NH:14])=[CH:6][CH:7]=1 |f:0.1,4.5|. Procedure details: 35.9 g of 4-methoxybenzimidic acid methylester hydrochloride was dissolved in 300 ml of methanol. After saturation with ammonia gas under cooling in ice-water and stirring, the solution was stirred at room temperature for 15 hours. Then, methanol was evaporated in vacuo. Ethyl acetate was added to the residue. The precipitated crystals were filtered off and dried. Whereby 30.9 g of the desired substance was obtained as white crystals. Melting point is 220° to 221° C.